This data is from the Open Reaction Database (ORD), a public repository of structured organic reaction records. The task is: describe an organic reaction: reactants, conditions, products, and yield Starting materials: C(C=C)OC1CCN(CC1)C1=NN=C2N1C=C(C=C2)O[C@@H]2CC[C@@H](C1=CC=CC=C21)NC(=O)NC=2N(N=C(C2)C(C)(C)C)C2=CC=C(C=C2)CO (1-{(1S,4R)-4-[3-(4-Allyloxy-piperidin-1-yl)-[1,2,4]triazolo[4,3-a]pyridin-6-yloxy]-1,2,3,4-tetrahydro-naphthalen-1-yl}-3-[5-tert-butyl-2-(4-hydroxymethyl-phenyl)-2H-pyrazol-3-yl]-urea), CN1C(=O)N(C(=O)CC1=O)C (1,3-dimethyl barbituric acid). The reagents and catalysts are C=1C=CC(=CC1)[P](C=2C=CC=CC2)(C=3C=CC=CC3)[Pd]([P](C=4C=CC=CC4)(C=5C=CC=CC5)C=6C=CC=CC6)([P](C=7C=CC=CC7)(C=8C=CC=CC8)C=9C=CC=CC9)[P](C=1C=CC=CC1)(C=1C=CC=CC1)C=1C=CC=CC1 (Pd(PPh3)4), C=1C=CC(=CC1)[P](C=2C=CC=CC2)(C=3C=CC=CC3)[Pd]([P](C=4C=CC=CC4)(C=5C=CC=CC5)C=6C=CC=CC6)([P](C=7C=CC=CC7)(C=8C=CC=CC8)C=9C=CC=CC9)[P](C=1C=CC=CC1)(C=1C=CC=CC1)C=1C=CC=CC1 (Pd(PPh3)4). Run in C(Cl)Cl (DCM). Run at time 1 hour. Product: C(C)(C)(C)C=1C=C(N(N1)C1=CC=C(C=C1)CO)NC(=O)N[C@H]1CC[C@H](C2=CC=CC=C12)OC=1C=CC=2N(C1)C(=NN2)N2CCC(CC2)O (1-[5-tert-Butyl-2-(4-hydroxymethyl-phenyl)-2H-pyrazol-3-yl]-3-{(1S,4R)-4-[3-(4-hydroxy-piperidin-1-yl)-[1,2,4]triazolo[4,3-a]pyridin-6-yloxy]-1,2,3,4-tetrahydro-naphthalen-1-yl}-urea). The yield is 52.4%. As a reaction SMILES: C([O:4][CH:5]1[CH2:10][CH2:9][N:8]([C:11]2[N:15]3[CH:16]=[C:17]([O:20][C@H:21]4[C:30]5[C:25](=[CH:26][CH:27]=[CH:28][CH:29]=5)[C@@H:24]([NH:31][C:32]([NH:34][C:35]5[N:36]([C:44]6[CH:49]=[CH:48][C:47]([CH2:50][OH:51])=[CH:46][CH:45]=6)[N:37]=[C:38]([C:40]([CH3:43])([CH3:42])[CH3:41])[CH:39]=5)=[O:33])[CH2:23][CH2:22]4)[CH:18]=[CH:19][C:14]3=[N:13][N:12]=2)[CH2:7][CH2:6]1)C=C.CN1C(=O)CC(=O)N(C)C1=O>C(Cl)Cl.C1C=CC([P]([Pd]([P](C2C=CC=CC=2)(C2C=CC=CC=2)C2C=CC=CC=2)([P](C2C=CC=CC=2)(C2C=CC=CC=2)C2C=CC=CC=2)[P](C2C=CC=CC=2)(C2C=CC=CC=2)C2C=CC=CC=2)(C2C=CC=CC=2)C2C=CC=CC=2)=CC=1>[C:40]([C:38]1[CH:39]=[C:35]([NH:34][C:32]([NH:31][C@@H:24]2[C:25]3[C:30](=[CH:29][CH:28]=[CH:27][CH:26]=3)[C@H:21]([O:20][C:17]3[CH:18]=[CH:19][C:14]4[N:15]([C:11]([N:8]5[CH2:9][CH2:10][CH:5]([OH:4])[CH2:6][CH2:7]5)=[N:12][N:13]=4)[CH:16]=3)[CH2:22][CH2:23]2)=[O:33])[N:36]([C:44]2[CH:49]=[CH:48][C:47]([CH2:50][OH:51])=[CH:46][CH:45]=2)[N:37]=1)([CH3:43])([CH3:41])[CH3:42] |^1:69,71,90,109|. Procedure details: Ar was bubbled through a solution of Intermediate 57c (93.0 mg, 0.135 mmol) and 1,3-dimethyl barbituric acid (63.0 mg, 0.404 mmol) in DCM (5 mL) at RT under Ar for 30 min, then Pd(PPh3)4 (15.6 mg, 0.0135 mmol) was added and the orange solution was stirred at RT for 1 h, and then at reflux for 17 h. The suspension was concentrated in vacuo, the residue redissolved in DCE (10 mL) and Ar bubbled through the mixture for 30 min. Pd(PPh3)4 (15.6 mg, 0.0135 mmol) was added and the opaque orange-red sol... Reaction SMILES: [NH:1]([C:8]1[S:9][C:10]2[N:18]=[CH:17][CH:16]=[CH:15][C:11]=2[C:12](=[O:14])[N:13]=1)[C:2]1[CH:7]=[CH:6][CH:5]=[CH:4][CH:3]=1.[H-].[Li+].[CH2:21](I)[CH2:22][CH3:23]>>[C:2]1([N:1]=[C:8]2[N:13]([CH2:21][CH2:22][CH3:23])[C:12](=[O:14])[C:11]3[CH:15]=[CH:16][CH:17]=[N:18][C:10]=3[S:9]2)[CH:3]=[CH:4][CH:5]=[CH:6][CH:7]=1 |f:1.2|. Reported procedure: The reaction procedure of Example 11 was followed except that 255 mg of 2-anilino-4H-pyrido[3,2-e]-1,3-thiazin-4-one, 9 mg of lithium hydride and 0.098 ml of propyl iodide were used. As a result, 212 mg of 2-phenylimino-3-propyl-2,3-dihydro-4H-pyrido[3,2-e]-1,3-thiazin-4-one was obtained. The reactants are N(C1=CC=CC=C1)C=1SC2=C(C(N1)=O)C=CC=N2 (2-anilino-4H-pyrido[3,2-e]-1,3-thiazin-4-one), [H-].[Li+] (lithium hydride), C(CC)I (propyl iodide). Yields the product C1(=CC=CC=C1)N=C1SC2=C(C(N1CCC)=O)C=CC=N2 (2-phenylimino-3-propyl-2,3-dihydro-4H-pyrido[3,2-e]-1,3-thiazin-4-one).